This data is from the Open Reaction Database (ORD), a public repository of structured organic reaction records. The task is: describe an organic reaction: reactants, conditions, products, and yield Reactants: SC1=CC=C(C=C1)O (p-mercaptophenol), C(C)(=O)OC(C)=O (acetic anhydride), S(O)(O)(=O)=O (sulfuric acid). Conditions: temperature 100 celsius. Product: C(C)(=O)O.C(C)(=O)O.SC1=CC=C(C=C1)O (4-mercaptophenol diacetate). Isolated yield 80.6%. Reaction SMILES: [SH:1][C:2]1[CH:7]=[CH:6][C:5]([OH:8])=[CH:4][CH:3]=1.[C:9]([O:12]C(=O)C)(=[O:11])[CH3:10].S(=O)(=O)(O)O>>[C:9]([OH:12])(=[O:11])[CH3:10].[C:9]([OH:12])(=[O:11])[CH3:10].[SH:1][C:2]1[CH:7]=[CH:6][C:5]([OH:8])=[CH:4][CH:3]=1 |f:3.4.5|. Reported procedure: 126.17 grams (1 mole) of p-mercaptophenol is added into 714.6 grams of acetic anhydride with 5 cc. of sulfuric acid. After the resulting mixture is heated at 100° C. for 2 hours, it is allowed to cool and is poured into 3 l. of water in order to precipitate the product. The solid is filtered, recrystallized from 3.5 l. of hexane and dried overnight at 100° C. to yield 198.5 grams of 4-mercaptophenol diacetate which has a melting range of 73-75° C.